This data is from the Open Reaction Database (ORD), a public repository of structured organic reaction records. The task is: describe an organic reaction: reactants, conditions, products, and yield Reactants: CC=CCNC(C(=O)OC)C(=O)C(Cc1cncn1C(c1ccccc1)(c1ccccc1)c1ccccc1)NC(=O)OCc1ccccc1, C1CCOC1, CCOC(C)=O, CO, Cl, [Na+], [OH-]. The product is CC=CCNC(C(=O)O)C(=O)C(Cc1cncn1C(c1ccccc1)(c1ccccc1)c1ccccc1)NC(=O)OCc1ccccc1. RXN SMILES: [CH2:1]([c:2]1[cH:3][cH:4][cH:5][cH:6][cH:7]1)[O:8][C:9](=[O:10])[NH:11][CH:12]([C:13](=[O:14])[CH:15]([C:16](=[O:17])[O:18][CH3:19])[NH:20][CH2:21][CH:22]=[CH:23][CH3:24])[CH2:25][c:26]1[cH:27][n:28][cH:29][n:30]1[C:31]([c:32]1[cH:33][cH:34][cH:35][cH:36][cH:37]1)([c:38]1[cH:39][cH:40][cH:41][cH:42][cH:43]1)[c:44]1[cH:45][cH:46][cH:47][cH:48][cH:49]1.[CH2:59]1[O:60][CH2:61][CH2:62][CH2:63]1.[CH3:53][CH2:54][O:55][C:56]([CH3:57])=[O:58].[CH3:64][OH:65].[ClH:52].[Na+:51].[OH-:50]>>[CH2:1]([c:2]1[cH:3][cH:4][cH:5][cH:6][cH:7]1)[O:8][C:9](=[O:10])[NH:11][CH:12]([C:13](=[O:14])[CH:15]([C:16](=[O:17])[OH:18])[NH:20][CH2:21][CH:22]=[CH:23][CH3:24])[CH2:25][c:26]1[cH:27][n:28][cH:29][n:30]1[C:31]([c:32]1[cH:33][cH:34][cH:35][cH:36][cH:37]1)([c:38]1[cH:39][cH:40][cH:41][cH:42][cH:43]1)[c:44]1[cH:45][cH:46][cH:47][cH:48][cH:49]1. Reactants: [H-].[Al+3].[Li+].[H-].[H-].[H-] (lithium aluminum hydride), O (water), aqueous solution, [OH-].[Na+] (sodium hydroxide), O (water), resultant mixture, FC1=C(CCN2CCC(CC2)N2C=CC3=CC=C(C=C23)C=NO)C=CC=C1 (1-[1-(2-fluorophenethyl)piperidin-4-yl]-6-hydroxyiminomethylindole). The solvent is O1CCCC1 (tetrahydrofuran), O1CCCC1 (tetrahydrofuran). The product is FC1=C(CCN2CCC(CC2)N2C=CC3=CC=C(C=C23)C=O)C=CC=C1 (1-[1-(2-Fluorophenethyl)piperidin-4-yl]-6-formylindole). Isolated yield 49.1%. RXN SMILES: [F:1][C:2]1[CH:27]=[CH:26][CH:25]=[CH:24][C:3]=1[CH2:4][CH2:5][N:6]1[CH2:11][CH2:10][CH:9]([N:12]2[C:20]3[C:15](=[CH:16][CH:17]=[C:18]([CH:21]=NO)[CH:19]=3)[CH:14]=[CH:13]2)[CH2:8][CH2:7]1.[H-].[Al+3].[Li+].[H-].[H-].[H-].[OH2:34].[OH-].[Na+]>O1CCCC1>[F:1][C:2]1[CH:27]=[CH:26][CH:25]=[CH:24][C:3]=1[CH2:4][CH2:5][N:6]1[CH2:11][CH2:10][CH:9]([N:12]2[C:20]3[C:15](=[CH:16][CH:17]=[C:18]([CH:21]=[O:34])[CH:19]=3)[CH:14]=[CH:13]2)[CH2:8][CH2:7]1 |f:1.2.3.4.5.6,8.9|. Reported procedure: A solution of 1-[1-(2-fluorophenethyl)piperidin-4-yl]-6-hydroxyiminomethylindole (1.95 g) in tetrahydrofuran (50 ml) was added dropwise at room temperature under ice cooling and stirring into a suspension of lithium aluminum hydride (0.4 g) in tetrahydrofuran (100 ml). Then the resultant mixture was heated under reflux for 3 hr. Under ice watar cooling, water (1 ml), a 5 N aqueous solution of sodium hydroxide (3 ml) and further water (1 ml) were carefully added dropwise into the reaction mixture... The reactants are ONC(C)(C(C)(NO)C)C (N,N'-dihydroxy 2,3-dimethyl-2,3-diaminobutane), I(=O)(=O)(=O)[O-].[Na+] (sodium periodate), C(Cl)(Cl)Cl.CO (CHCl3 MeOH). The solvent is O (water). Product: CC1([N+](=[N+](C1(C)C)[O-])[O-])C (3,3,4,4-Tetramethyl-1,2-diazetine-1,2-dioxide). As a reaction SMILES: [OH:1][NH:2][C:3]([CH3:10])([C:5]([CH3:9])([NH:7][OH:8])[CH3:6])[CH3:4].I([O-])(=O)(=O)=O.[Na+].C(Cl)(Cl)Cl.CO>O>[CH3:4][C:3]1([CH3:10])[C:5]([CH3:9])([CH3:6])[N+:7]([O-:8])=[N+:2]1[O-:1] |f:1.2,3.4|. Reported procedure: The product could also be obtained by oxidation of the dihydroxylamino precursor with sodium periodate. Thus, N,N'-dihydroxy 2,3-dimethyl-2,3-diaminobutane (1.5 g.) in water (50 ml.) was stirred for 30 min. with aqueous sodium periodate (4.5 g. in ca. 100 ml. water). The product precipitated out and was extracted with chloroform. The chloroform extract was washed with water, dried (MgSO4), and evaporated to give the product (800 mg., 65°) T.L.C. (silica, CHCl3 /MeOH:4/1) one spot, Rf 0.8). Reactants: COc1ccc(Nc2ncncc2-c2nc(C)nc(SC)n2)cn1, [NH4+], C1COCCO1, [OH-]. The product is COc1ccc(Nc2ncncc2-c2nc(C)nc(N)n2)cn1. RXN SMILES: [CH3:1][O:2][c:3]1[cH:4][cH:5][c:6]([NH:9][c:10]2[n:11][cH:12][n:13][cH:14][c:15]2-[c:16]2[n:17][c:18]([S:23][CH3:24])[n:19][c:20]([CH3:22])[n:21]2)[cH:7][n:8]1.[NH4+:25].[O:27]1[CH2:28][CH2:29][O:30][CH2:31][CH2:32]1.[OH-:26]>>[CH3:1][O:2][c:3]1[cH:4][cH:5][c:6]([NH:9][c:10]2[n:11][cH:12][n:13][cH:14][c:15]2-[c:16]2[n:17][c:18]([NH2:25])[n:19][c:20]([CH3:22])[n:21]2)[cH:7][n:8]1. Procedure details: To a solution of 3-allyloxybenzyl alcohol (7.2 g) in dichloromethane (100 ml) at 0° C. was added thionyl chloride (4.8 ml) in dichloromethane dropwise and a drop of DMF and the mixture stirred at ambient temperature for 1.5 hours, and poured into cold sodium bicarbonate solution. The organic layer was washed with sodium bicarbonate (2×100 ml), dried (magnesium sulphate), filtered and evaporated to give 3-allyloxybenzyl chloride (8.3 g). Starting materials: C(C=C)OC=1C=C(CO)C=CC1 (3-allyloxybenzyl alcohol), S(=O)(Cl)Cl (thionyl chloride), C([O-])(O)=O.[Na+] (sodium bicarbonate), CN(C)C=O (DMF). Reaction SMILES: [CH2:1]([O:4][C:5]1[CH:6]=[C:7]([CH:10]=[CH:11][CH:12]=1)[CH2:8]O)[CH:2]=[CH2:3].S(Cl)([Cl:15])=O.CN(C=O)C.C(=O)(O)[O-].[Na+]>ClCCl>[CH2:1]([O:4][C:5]1[CH:6]=[C:7]([CH:10]=[CH:11][CH:12]=1)[CH2:8][Cl:15])[CH:2]=[CH2:3] |f:3.4|. The product is C(C=C)OC=1C=C(CCl)C=CC1 (3-allyloxybenzyl chloride). Solvent: ClCCl (dichloromethane), ClCCl (dichloromethane). The reactants are FC1=C(OC2(CN(CCC2)N=O)CO)C=C(C=C1)F ((3-(2,5-difluorophenoxy)-1-nitrosopiperidin-3-yl)methanol). The reagents and catalysts are [Zn] (zinc). Solvent: C(C)(=O)O (acetic acid), O (water), C(C)(=O)O (acetic acid). Product: NN1CC(CCC1)(OC1=C(C=CC(=C1)F)F)CO ((1-amino-3-(2,5-difluorophenoxy)piperidin-3-yl)methanol). As a reaction SMILES: [F:1][C:2]1[CH:18]=[CH:17][C:16]([F:19])=[CH:15][C:3]=1[O:4][C:5]1([CH2:13][OH:14])[CH2:10][CH2:9][CH2:8][N:7]([N:11]=O)[CH2:6]1>C(O)(=O)C.O.[Zn]>[NH2:11][N:7]1[CH2:8][CH2:9][CH2:10][C:5]([CH2:13][OH:14])([O:4][C:3]2[CH:15]=[C:16]([F:19])[CH:17]=[CH:18][C:2]=2[F:1])[CH2:6]1. Reported procedure: To the suspension of zinc dust (10 mmol, 0.65 g) in a mixture of acetic acid (5 mL) and water (5 mL) was added a solution of (3-(2,5-difluorophenoxy)-1-nitrosopiperidin-3-yl)methanol in acetic acid. The reaction mixture was stirred at room temperature for an hour. The mixture was filtered. The filtrate was basified with sodium hydroxide aqueous solution. The organics were extracted with EtOAc. The product, (1-amino-3-(2,5-difluorophenoxy)piperidin-3-yl)methanol, was obtained after removal of the... Reactants: C(C)(C)(C)[Li] (t-butyllithium), CI (methyl iodide), Cl (HCl), C(C)(C)(C)OC(=O)NC1=C(C=CC=C1)F (N-t-butoxycarbonyl-2-fluoroaniline). The solvent is CCCCC (pentane), C1CCOC1 (THF), C1CCOC1 (THF). Run at temperature -70 celsius, time 15 minute. Product: FC1=C(N)C(=CC=C1)C (2-fluoro-6-methylaniline). Yield: 78.9%. Reaction SMILES: C(OC([NH:8][C:9]1[CH:14]=[CH:13][CH:12]=[CH:11][C:10]=1[F:15])=O)(C)(C)C.[C:16]([Li])(C)(C)C.CI.Cl>C1COCC1.CCCCC>[F:15][C:10]1[CH:11]=[CH:12][CH:13]=[C:14]([CH3:16])[C:9]=1[NH2:8]. Procedure details: A solution of 8.15 g (38.5 mmol) of N-t-butoxycarbonyl-2-fluoroaniline in 30 ml of dry THF was cooled to -70° C., and 46.3 ml (93 mmol) of 2.0M t-butyllithium in pentane was added dropwise at a rate sufficient to maintain the temperature below -65° C. When the addition was complete the reaction mixture was stirred at -70° C. for 15 minutes, warmed to -20° C. and stirred for 2.5 hours. A solution of 6.8 g (30 mmol) of methyl iodide in THF was added and the reaction was allowed to warm to room tem...